This data is from the Open Reaction Database (ORD), a public repository of structured organic reaction records. The task is: describe an organic reaction: reactants, conditions, products, and yield Reactants: CC(C)Cc1ccc(CC(C)C)c([N+](=O)[O-])c1, COCCl, O=S(=O)(O)O. Yields the product CC(C)Cc1cc(CCl)c(CC(C)C)c([N+](=O)[O-])c1. Reaction SMILES: [CH2:1]([CH:2]([CH3:3])[CH3:4])[c:5]1[c:6]([N+:15](=[O:16])[O-:17])[cH:7][c:8]([CH2:11][CH:12]([CH3:13])[CH3:14])[cH:9][cH:10]1.[Cl:18][CH2:19][O:20][CH3:21].[S:22](=[O:23])(=[O:24])([OH:25])[OH:26]>>[CH2:1]([CH:2]([CH3:3])[CH3:4])[c:5]1[c:6]([N+:15](=[O:16])[O-:17])[cH:7][c:8]([CH2:11][CH:12]([CH3:13])[CH3:14])[cH:9][c:10]1[CH2:19][Cl:18]. Starting materials: [C@H]12C(CC[C@@H]2C1)=O ((1S,5R)-bicyclo[3.1.0]hexan-2-one), N(N)C1=NC=CN=C1 (2-Hydrazinylpyrazine), CC(C)([O-])C.[K+] (potassium tert-butoxide), aqueous solution, ice water, C(C(=O)OCC)(=O)OCC (diethyl oxalate), Cl (hydrogen chloride). Solvent: CO (methanol), C1CCOC1 (THF), C(C)O (ethanol). Reaction conditions: temperature 40 celsius, time 3.5 hour. The product is N1=C(C=NC=C1)N1N=C(C=2C[C@H]3[C@@H](C12)C3)C(=O)O ((1aS,5aS)-2-(Pyrazin-2-yl)-1a,2,5,5a-tetrahydro-1H-2,3-diaza-cyclopropa[a]pentalene-4-carboxylic Acid). Isolated yield 81.2%. Reaction SMILES: [C@H:1]12[CH2:6][C@H:5]1[CH2:4][CH2:3][C:2]2=O.[C:8]([O:15]CC)(=[O:14])[C:9](OCC)=O.CC(C)([O-])C.[K+].[NH:24]([C:26]1[CH:31]=[N:30][CH:29]=[CH:28][N:27]=1)[NH2:25].Cl>C(O)C.C1COCC1.CO>[N:27]1[CH:28]=[CH:29][N:30]=[CH:31][C:26]=1[N:24]1[C:2]2[C@H:1]3[CH2:6][C@H:5]3[CH2:4][C:3]=2[C:9]([C:8]([OH:15])=[O:14])=[N:25]1 |f:2.3|. Procedure: To a solution of (1S,5R)-bicyclo[3.1.0]hexan-2-one (52.9 g, 539 mmol) and diethyl oxalate (0.073 L, 539 mmol) in absolute ethanol (0.9 L) (not denatured with methanol) was added a THF solution of potassium tert-butoxide (1.0 M, 0.539 L, 539 mmol) over 15 min (maintaining the temperature below 43° C.). The resulting yellow solution was stirred at 40° C. for 3.5 h. 2-Hydrazinylpyrazine (59.4 g, 539 mmol) was added followed by a 6.0 M aqueous solution of hydrogen chloride (0.270 L, 1618 mmol). The ...